From a dataset of the Open Reaction Database (ORD), a public repository of structured organic reaction records. describe an organic reaction: reactants, conditions, products, and yield The reactants are COC(=O)CCCCCCCBr, CN(C)C=O, COc1ccc(NC(=O)c2ccc(Cl)cc2)cc1, [H-], [Na+]. Product: COC(=O)CCCCCCCN(C(=O)c1ccc(Cl)cc1)c1ccc(OC)cc1. As a reaction SMILES: [CH3:21][O:22][C:23]([CH2:24][CH2:25][CH2:26][CH2:27][CH2:28][CH2:29][CH2:30][Br:31])=[O:32].[CH3:33][N:34]([CH3:35])[CH:36]=[O:37].[Cl:1][c:2]1[cH:3][cH:4][c:5]([C:6](=[O:7])[NH:8][c:9]2[cH:10][cH:11][c:12]([O:15][CH3:16])[cH:13][cH:14]2)[cH:17][cH:18]1.[H-:19].[Na+:20]>>[Cl:1][c:2]1[cH:3][cH:4][c:5]([C:6](=[O:7])[N:8]([c:9]2[cH:10][cH:11][c:12]([O:15][CH3:16])[cH:13][cH:14]2)[CH2:30][CH2:29][CH2:28][CH2:27][CH2:26][CH2:25][CH2:24][C:23]([O:22][CH3:21])=[O:32])[cH:17][cH:18]1. Reactants: COC=1SC=CC1 (2-methoxythiophene), BrC=1SC=CC1 (2-bromothiophene), BrBr (bromine), C(Cl)Cl (methylene chloride). Solvent: C1CCOC1 (THF), C(Cl)(Cl)Cl (chloroform). Yields the product O1C2C(=CC=C1)C=CS2 (thieno[2,3-b]pyran), 2,5-disubstituted thiophene. As a reaction SMILES: [CH3:1][O:2][C:3]1[S:4][CH:5]=[CH:6][CH:7]=1.Br[C:9]1SC=C[CH:13]=1.BrBr.C(Cl)Cl>C1COCC1.C(Cl)(Cl)Cl>[O:2]1[CH:1]=[CH:13][CH:9]=[C:7]2[CH:6]=[CH:5][S:4][CH:3]12. Reported procedure: The thieno[2,3-b]pyran compounds of this invention are prepared according to Scheme 2. As can be seen from the reaction sequence, 2-methoxythiophene (11) prepared from 2-bromothiophene [Arkiv. Kemi., 1958, 12, 239] is treated with bromine in an inert solvent such as methylene chloride, chloroform or THF at 0° to about 25° C. for about 1-24 h to give the 2,5-disubstituted thiophene (12). Compound 12 is then treated with a 3,3-disubstituted acryloyl chloride and a Lewis acid catalyst such as tin #... Reactants: NN1C(C2=CC=CC=C2C(=N1)C1=CC=C(C=C1)Cl)=O (2-amino-4-(4-chlorophenyl)phthalazin-1(2H)-one), CS(=O)(=O)C1=CC=C(C=C1)CC(=O)O (2-[4-(methylsulfonyl)phenyl]acetic acid). Yields the product ClC1=CC=C(C=C1)C1=NN(C(C2=CC=CC=C12)=O)NC(CC1=CC=C(C=C1)S(=O)(=O)C)=O (N-[4-(4-chlorophenyl)-1-oxophthalazin-2(1H)-yl]-2-[4-(methylsulfonyl)phenyl]acetamide). As a reaction SMILES: [NH2:1][N:2]1[N:11]=[C:10]([C:12]2[CH:17]=[CH:16][C:15]([Cl:18])=[CH:14][CH:13]=2)[C:9]2[C:4](=[CH:5][CH:6]=[CH:7][CH:8]=2)[C:3]1=[O:19].[CH3:20][S:21]([C:24]1[CH:29]=[CH:28][C:27]([CH2:30][C:31](O)=[O:32])=[CH:26][CH:25]=1)(=[O:23])=[O:22]>>[Cl:18][C:15]1[CH:16]=[CH:17][C:12]([C:10]2[C:9]3[C:4](=[CH:5][CH:6]=[CH:7][CH:8]=3)[C:3](=[O:19])[N:2]([NH:1][C:31](=[O:32])[CH2:30][C:27]3[CH:26]=[CH:25][C:24]([S:21]([CH3:20])(=[O:22])=[O:23])=[CH:29][CH:28]=3)[N:11]=2)=[CH:13][CH:14]=1. Procedure details: The product of Example 86A and 2-[4-(methylsulfonyl)phenyl]acetic acid were treated using a method similar to that described in Example 57 to give the title compound. 1H NMR (500 MHz, DMSO-d6/Deuterium Oxide) δ ppm 8.40-8.43 (m, 1H), 7.95-8.02 (m, 2H), 7.90-7.94 (m, 2H), 7.72-7.75 (m, 1H), 7.65-7.68 (m, 2H), 7.61-7.66 (m, 4H), 3.86 (s, 2H), 3.20 (s, 3H); MS (ESI−) M/Z 466 (M−H)−. Reactants: CCO, CSC(=N)NN=Cc1c(Cl)cccc1Cl, I, NCc1cccnc1, O. Product: N=C(NCc1cccnc1)NN=Cc1c(Cl)cccc1Cl. Reaction SMILES: [CH3:25][CH2:26][OH:27].[Cl:2][c:3]1[c:4]([CH:5]=[N:6][NH:7][C:8]([S:9][CH3:10])=[NH:11])[c:12]([Cl:16])[cH:13][cH:14][cH:15]1.[IH:1].[NH2:17][CH2:18][c:19]1[cH:20][n:21][cH:22][cH:23][cH:24]1.[OH2:28]>>[Cl:2][c:3]1[c:4]([CH:5]=[N:6][NH:7][C:8](=[NH:11])[NH:17][CH2:18][c:19]2[cH:20][n:21][cH:22][cH:23][cH:24]2)[c:12]([Cl:16])[cH:13][cH:14][cH:15]1.